This data is from the Open Reaction Database (ORD), a public repository of structured organic reaction records. The task is: describe an organic reaction: reactants, conditions, products, and yield Product: C(=O)(OCC1C2=CC=CC=C2C2=CC=CC=C12)NC1=NC(N([C@H]2C[C@H](O)[C@@H](CO)O2)C=C1)=O (N4-FMOC-2′-deoxycytidine). Reported procedure: In one embodiment, 5′-O-DMTR-N4-FMOC-2′-deoxycytidine was prepared according to the following protocol. 30 g (37.9 mmol) of 2′-deoxycytidine hydrochloride were silylated with trimethylchlorosilane (75 ml) in pyridine(160 ml), followed by treatment with fluorenylmethoxycarbonyl chloride (33 g, 128 mmol). After hydrolysis with H2O (300 ml) and extraction with AcOEt/H2O, the N4-FMOC-2′-deoxycytidine was obtained in a 97% yield (49.5 g) as a colorless powder. Yield: 97.0%. RXN SMILES: Cl.[C@@H:2]1([N:10]2[CH:17]=[CH:16][C:14]([NH2:15])=[N:13][C:11]2=[O:12])[O:9][C@H:6]([CH2:7][OH:8])[C@@H:4]([OH:5])[CH2:3]1.C[Si](C)(C)Cl.[C:23]1([CH2:36][O:37][C:38](Cl)=[O:39])[C:35]2[CH2:34][C:33]3[C:28](=[CH:29][CH:30]=[CH:31][CH:32]=3)[C:27]=2[CH:26]=CC=1.N1C=CC=[CH:43][CH:42]=1>>[C:38]([NH:15][C:14]1[CH:16]=[CH:17][N:10]([C@@H:2]2[O:9][C@H:6]([CH2:7][OH:8])[C@@H:4]([OH:5])[CH2:3]2)[C:11](=[O:12])[N:13]=1)([O:37][CH2:36][CH:23]1[C:35]2[C:34](=[CH:42][CH:43]=[CH:26][CH:27]=2)[C:33]2[C:28]1=[CH:29][CH:30]=[CH:31][CH:32]=2)=[O:39] |f:0.1|. The reactants are 5′-O DMTR N4-FMOC-2′-deoxycytidine, C1(=CC=CC=2C3=CC=CC=C3CC12)COC(=O)Cl (fluorenylmethoxycarbonyl chloride), N1=CC=CC=C1 (pyridine), Cl.[C@@H]1(C[C@H](O)[C@@H](CO)O1)N1C(=O)N=C(N)C=C1 (2′-deoxycytidine hydrochloride), C[Si](Cl)(C)C (trimethylchlorosilane). Product: O=Cc1ccccc1. Reactants: O=C([O-])[O-], FC(F)(F)c1ccccc1, [K+], [K+], Oc1ccc(O)cc1, OCc1ccccc1. As a reaction SMILES: [C:9](=[O:10])([O-:11])[O-:12].[F:15][C:16]([c:17]1[cH:18][cH:19][cH:20][cH:21][cH:22]1)([F:23])[F:24].[K+:13].[K+:14].[OH:1][c:2]1[cH:3][cH:4][c:5]([OH:6])[cH:7][cH:8]1.[OH:25][CH2:26][c:27]1[cH:28][cH:29][cH:30][cH:31][cH:32]1>>[O:25]=[CH:26][c:27]1[cH:28][cH:29][cH:30][cH:31][cH:32]1.